From a dataset of the Open Reaction Database (ORD), a public repository of structured organic reaction records. describe an organic reaction: reactants, conditions, products, and yield Starting materials: CCC(C)(C)O, CI, Cc1ccccc1, CC1CCCC(=Cc2ccc(Cl)cc2)C1=O, [H-], [Na+], O. The product is CC1(C)CCCC(=Cc2ccc(Cl)cc2)C1=O. Reaction SMILES: [C:19]([OH:20])([CH2:21][CH3:22])([CH3:23])[CH3:24].[CH3:17][I:18].[CH3:28][c:29]1[cH:30][cH:31][cH:32][cH:33][cH:34]1.[Cl:1][c:2]1[cH:3][cH:4][c:5]([CH:6]=[C:7]2[C:8](=[O:14])[CH:9]([CH3:13])[CH2:10][CH2:11][CH2:12]2)[cH:15][cH:16]1.[H-:25].[Na+:26].[OH2:27]>>[Cl:1][c:2]1[cH:3][cH:4][c:5]([CH:6]=[C:7]2[C:8](=[O:14])[C:9]([CH3:13])([CH3:19])[CH2:10][CH2:11][CH2:12]2)[cH:15][cH:16]1. Product: CON(c1ccc([N+](=O)[O-])cc1C#N)S(=O)(=O)c1ccc(Cl)s1. Reaction SMILES: [Cl:13][c:14]1[c:15]([C:16]#[N:17])[cH:18][c:19]([N+:22](=[O:23])[O-:24])[cH:20][cH:21]1.[Cl:1][c:2]1[cH:3][cH:4][c:5]([S:7](=[O:8])(=[O:9])[NH:10][O:11][CH3:12])[s:6]1.[H-:25].[Na+:26].[O:28]=[CH:29][N:30]([CH3:31])[CH3:32].[OH2:27]>>[Cl:1][c:2]1[cH:3][cH:4][c:5]([S:7](=[O:8])(=[O:9])[N:10]([O:11][CH3:12])[c:14]2[c:15]([C:16]#[N:17])[cH:18][c:19]([N+:22](=[O:23])[O-:24])[cH:20][cH:21]2)[s:6]1. Reactants: N#Cc1cc([N+](=O)[O-])ccc1Cl, CONS(=O)(=O)c1ccc(Cl)s1, [H-], [Na+], CN(C)C=O, O. Reactants: NC1CCN(CC1)CCN1C(CSC2=C1C=C(C=C2)OC)=O (4-[2-(4-Aminopiperidin-1-yl)ethyl]-6-methoxy-2H-1,4-benzothiazin-3(4H)-one), NC1CCN(CC1)CCN1C(CSC2=C1C=C(C=C2)OC)=O (4-[2-(4-Aminopiperidin-1-yl)ethyl]-6-methoxy-2H-1,4-benzothiazin-3(4H)-one), O1CCOC=2C=NC(=CC21)C=O (2,3-dihydro[1,4]dioxino[2,3-c]pyridine-7-carbaldehyde), C(#N)[BH3-].[Na+] (sodium cyanoborohydride). The product is O1CCOC=2C=NC(=CC21)CNC2CCN(CC2)CCN2C(CSC1=C2C=C(C=C1)OC)=O (4-(2-{4-[(2,3-Dihydro[1,4]dioxino[2,3-c]pyridin-7-ylmethyl)amino]piperidin-1-yl}ethyl)-6-methoxy-2H-1,4-benzothiazin-3(4H)-one). Isolated yield 13.0%. Reaction SMILES: [NH2:1][CH:2]1[CH2:7][CH2:6][N:5]([CH2:8][CH2:9][N:10]2[C:15]3[CH:16]=[C:17]([O:20][CH3:21])[CH:18]=[CH:19][C:14]=3[S:13][CH2:12][C:11]2=[O:22])[CH2:4][CH2:3]1.[O:23]1[C:32]2[CH:31]=[C:30]([CH:33]=O)[N:29]=[CH:28][C:27]=2[O:26][CH2:25][CH2:24]1.C([BH3-])#N.[Na+]>>[O:23]1[C:32]2[CH:31]=[C:30]([CH2:33][NH:1][CH:2]3[CH2:3][CH2:4][N:5]([CH2:8][CH2:9][N:10]4[C:15]5[CH:16]=[C:17]([O:20][CH3:21])[CH:18]=[CH:19][C:14]=5[S:13][CH2:12][C:11]4=[O:22])[CH2:6][CH2:7]3)[N:29]=[CH:28][C:27]=2[O:26][CH2:25][CH2:24]1 |f:2.3|. Procedure: 4-[2-(4-Aminopiperidin-1-yl)ethyl]-6-methoxy-2H-1,4-benzothiazin-3(4H)-one (Intermediate 50) (0.9 mmol), 2,3-dihydro[1,4]dioxino[2,3-c]pyridine-7-carbaldehyde (WO 2004/058144) (180 mg, 1.1 mmol), and sodium cyanoborohydride (110 mg, 1.76 mmol) were reacted as described under Example 21 to give 55 mg (13%) product as a dry film. The product is Cl, Cc1cc(NC(=N)NC(=N)N)no1. Starting materials: N#CNC(=N)N, CCCCO, Cl, Cc1cc(N)no1. As a reaction SMILES: [C:9](#[N:10])[NH:11][C:12](=[NH:13])[NH2:14].[CH2:15]([OH:16])[CH2:17][CH2:18][CH3:19].[ClH:1].[NH2:2][c:3]1[n:4][o:5][c:6]([CH3:8])[cH:7]1>>[ClH:1].[NH:2]([c:3]1[n:4][o:5][c:6]([CH3:8])[cH:7]1)[C:9](=[NH:10])[NH:11][C:12](=[NH:13])[NH2:14]. The reactants are O=C1C(O)=C(O)[C@H](O1)[C@@H](O)CO (ascorbic acid), C(C)(=O)OC=C (vinyl acetate). Run in C(C)(C)(C)O (t-butanol). Reaction conditions: time 20 hour. The product is C(C)(=O)OC[C@@H]([C@@H]1C(=C(C(=O)O1)O)O)O (ascorbic acid-6-acetate). The yield is 96.9%. As a reaction SMILES: [O:1]=[C:2]1[O:8][C@H:7]([C@H:9]([CH2:11][OH:12])[OH:10])[C:5]([OH:6])=[C:3]1[OH:4].[C:13](OC=C)(=[O:15])[CH3:14]>C(O)(C)(C)C>[C:13]([O:12][CH2:11][C@H:9]([OH:10])[C@H:7]1[O:8][C:2](=[O:1])[C:3]([OH:4])=[C:5]1[OH:6])(=[O:15])[CH3:14]. Procedure: Four grams of the immobilized Lipase PS prepared by the same procedure as in Example 2 was added to 40 ml of a dry t-butanol solution containing 4 g of ascorbic acid and 3 g of vinyl acetate. The reaction was continued for 20 hours at 50° C. The reaction mixture was filtered and concentrated to yield 4.8 g of a crude ascorbic acid-6-acetate. Recrystallization from acetone-benzene gave a crystal with purity of 93%. The water content of the reaction system was 650 ppm. Starting materials: ice, NC=1C(=NC=NC1N)O (5,6-diaminopyrimidin-4-ol), [OH-].[Na+] (sodium hydroxide), BrC(C(C(F)(F)F)=O)Br (3,3-dibromo-1,1,1-trifluoropropan-2-one). Conditions: time 3 day. Yields the product FC(C=1N=CC(=NC1)N)(F)F (5-(trifluoromethyl)pyrazin-2-amine). Isolated yield 15.1%. RXN SMILES: [NH2:1][C:2]1C(O)=NC=[N:6][C:7]=1[NH2:8].[OH-].[Na+].Br[CH:13](Br)[C:14](=O)[C:15]([F:18])([F:17])[F:16]>>[F:16][C:15]([F:18])([F:17])[C:14]1[N:1]=[CH:2][C:7]([NH2:8])=[N:6][CH:13]=1 |f:1.2|. Procedure details: To an ice bath-cooled solution of 5,6-diaminopyrimidin-4-ol (18 g, 143 mmol) in 3M sodium hydroxide (180 mL, 540 mmol), was added 3,3-dibromo-1,1,1-trifluoropropan-2-one (25.2 g, 93 mmol). The reaction was stirred for 3 days at ambient temperature. The solids were filtered, dissolved in 60% sulfuric acid (140 mL), and stirred at 135° C. for 8 h. The reaction was cooled, poured over ice and allowed to sit for 16 hours. The solution was neutralized to pH 8 with conc. ammonium hydroxide and extract... Reactants: O=Cc1ccc(Br)cc1, C=CC#N, CC(=O)[O-], [Na+], CN(C)C=O. The product is N#CC=Cc1ccc(C=O)cc1. As a reaction SMILES: [Br:1][c:2]1[cH:3][cH:4][c:5]([CH:6]=[O:7])[cH:8][cH:9]1.[CH2:10]=[CH:11][C:12]#[N:13].[CH3:15][C:16](=[O:17])[O-:18].[Na+:14].[O:19]=[CH:20][N:21]([CH3:22])[CH3:23]>>[c:2]1([CH:10]=[CH:11][C:12]#[N:13])[cH:3][cH:4][c:5]([CH:6]=[O:7])[cH:8][cH:9]1. Starting materials: CCCCCC (hexane), C(CCC)=O (butyraldehyde), [N+](=O)([O-])/C=C/C1=CC=CC2=CC=CC=C12 ((E)-1-(2-nitrovinyl)naphthalene), CC(C)O (2-propanol). Run in C(Cl)(Cl)Cl (CHCl3). Product: C[C@H](C=O)[C@@H](C[N+](=O)[O-])C1=CC=CC2=CC=CC=C12 ((2S,3R)-2-methyl-3-(naphthalen-1-yl)-4-nitrobutanal). Reaction SMILES: [CH:1](=[O:5])[CH2:2][CH2:3]C.[N+:6](/[CH:9]=[CH:10]/[C:11]1[C:20]2[C:15](=[CH:16][CH:17]=[CH:18][CH:19]=2)[CH:14]=[CH:13][CH:12]=1)([O-:8])=[O:7].CC(O)C.CCCCCC>C(Cl)(Cl)Cl>[CH3:3][C@@H:2]([C@H:10]([C:11]1[C:20]2[C:15](=[CH:16][CH:17]=[CH:18][CH:19]=2)[CH:14]=[CH:13][CH:12]=1)[CH2:9][N+:6]([O-:8])=[O:7])[CH:1]=[O:5]. Procedure: The title compound was prepared from butyraldehyde and (E)-1-(2-nitrovinyl)naphthalene according to the general procedure. Both enantiomeric excess and diastereomeric ratio were determined by HPLC with an AD-H column at 220 nm (2-propanol:hexane=0.8:99.2), 1.0 mL/min; major enantiomer tmajor=43.3 min, minor enantiomer tminor=37.6 min. [α]D20=−21.1 (c=2.4, CHCl3).